This data is from the Open Reaction Database (ORD), a public repository of structured organic reaction records. The task is: describe an organic reaction: reactants, conditions, products, and yield Starting materials: CC(Br)c1ccccc1, COC(=O)c1cc(Br)ccc1O, CC(C)=O, [K+], [K+], O=C([O-])[O-]. Product: COC(=O)c1cc(Br)ccc1OC(C)c1ccccc1. Reaction SMILES: [Br:13][CH:14]([CH3:15])[c:16]1[cH:17][cH:18][cH:19][cH:20][cH:21]1.[Br:1][c:2]1[cH:3][cH:4][c:5]([OH:12])[c:6]([C:7](=[O:8])[O:9][CH3:10])[cH:11]1.[CH3:28][C:29](=[O:30])[CH3:31].[K+:22].[K+:23].[O-:24][C:25]([O-:26])=[O:27]>>[Br:1][c:2]1[cH:3][cH:4][c:5]([O:12][CH:14]([CH3:15])[c:16]2[cH:17][cH:18][cH:19][cH:20][cH:21]2)[c:6]([C:7](=[O:8])[O:9][CH3:10])[cH:11]1.